The task is: describe an organic reaction: reactants, conditions, products, and yield. This data is from the Open Reaction Database (ORD), a public repository of structured organic reaction records. Starting materials: O=C([O-])[O-], CC#N, Cl, CS(=O)(=O)c1cc(F)cc(C2CCNCC2)c1, CCI, [K+], [K+]. Product: CCN1CCC(c2cc(F)cc(S(C)(=O)=O)c2)CC1. As a reaction SMILES: [C:18](=[O:19])([O-:20])[O-:21].[CH3:28][C:29]#[N:30].[ClH:27].[F:1][c:2]1[cH:3][c:4]([CH:12]2[CH2:13][CH2:14][NH:15][CH2:16][CH2:17]2)[cH:5][c:6]([S:8](=[O:9])(=[O:10])[CH3:11])[cH:7]1.[I:24][CH2:25][CH3:26].[K+:22].[K+:23]>>[F:1][c:2]1[cH:3][c:4]([CH:12]2[CH2:13][CH2:14][N:15]([CH2:25][CH3:26])[CH2:16][CH2:17]2)[cH:5][c:6]([S:8](=[O:9])(=[O:10])[CH3:11])[cH:7]1.